From a dataset of the Open Reaction Database (ORD), a public repository of structured organic reaction records. describe an organic reaction: reactants, conditions, products, and yield The product is CCOC(=O)COc1ccc([SH](C)C(C)c2cccc3cn(-c4ccc(C(F)(F)F)cc4)nc23)cc1C. The reactants are ClCCl, CCOC(C)=O, CC(C)(O)c1cccc2cn(-c3ccc(C(F)(F)F)cc3)nc12, [I-], [I-], CCOC(=O)COc1ccc(S)cc1C, [Zn+2]. RXN SMILES: [CH2:39]([Cl:40])[Cl:41].[CH3:42][CH2:43][O:44][C:45](=[O:46])[CH3:47].[F:1][C:2]([c:3]1[cH:4][cH:5][c:6](-[n:9]2[n:10][c:11]3[c:12]([C:18]([CH3:19])([OH:20])[CH3:21])[cH:13][cH:14][cH:15][c:16]3[cH:17]2)[cH:7][cH:8]1)([F:22])[F:23].[I-:48].[I-:50].[SH:24][c:25]1[cH:26][c:27]([CH3:38])[c:28]([O:29][CH2:30][C:31](=[O:32])[O:33][CH2:34][CH3:35])[cH:36][cH:37]1.[Zn+2:49]>>[F:1][C:2]([c:3]1[cH:4][cH:5][c:6](-[n:9]2[n:10][c:11]3[c:12]([CH:18]([CH3:19])[SH:24]([c:25]4[cH:26][c:27]([CH3:38])[c:28]([O:29][CH2:30][C:31](=[O:32])[O:33][CH2:34][CH3:35])[cH:36][cH:37]4)[CH3:39])[cH:13][cH:14][cH:15][c:16]3[cH:17]2)[cH:7][cH:8]1)([F:22])[F:23].